From a dataset of the Open Reaction Database (ORD), a public repository of structured organic reaction records. describe an organic reaction: reactants, conditions, products, and yield Reactants: O=[N+]([O-])c1cc(Br)cnc1O, CC(C)=O, [Cl-], OB(O)Oc1ccc(Cl)cc1, [Na+], [Na+], O=C([O-])[O-]. Product: O=[N+]([O-])c1cc(-c2ccc(Cl)cc2)cnc1O. As a reaction SMILES: [Br:1][c:2]1[cH:3][c:4]([N+:9](=[O:10])[O-:11])[c:5]([OH:8])[n:6][cH:7]1.[CH3:30][C:31](=[O:32])[CH3:33].[Cl-:23].[Cl:12][c:13]1[cH:14][cH:15][c:16]([O:19][B:20]([OH:21])[OH:22])[cH:17][cH:18]1.[Na+:24].[Na+:25].[O-:26][C:27](=[O:28])[O-:29]>>[c:2]1(-[c:16]2[cH:15][cH:14][c:13]([Cl:12])[cH:18][cH:17]2)[cH:3][c:4]([N+:9](=[O:10])[O-:11])[c:5]([OH:8])[n:6][cH:7]1.